This data is from the Open Reaction Database (ORD), a public repository of structured organic reaction records. The task is: describe an organic reaction: reactants, conditions, products, and yield The reactants are c1ccc2c(c1)Cn1cccc1C(C1CCNCC1)O2, O=C=Nc1ccccc1, c1ccccc1. Product: O=C(Nc1ccccc1)N1CCC(C2Oc3ccccc3Cn3cccc32)CC1. Reaction SMILES: [NH:1]1[CH2:2][CH2:3][CH:4]([CH:7]2[O:8][c:9]3[c:10]([cH:17][cH:18][cH:19][cH:20]3)[CH2:11][n:12]3[c:13]2[cH:14][cH:15][cH:16]3)[CH2:5][CH2:6]1.[c:21]1([N:27]=[C:28]=[O:29])[cH:22][cH:23][cH:24][cH:25][cH:26]1.[cH:30]1[cH:31][cH:32][cH:33][cH:34][cH:35]1>>[N:1]1([C:28]([NH:27][c:21]2[cH:22][cH:23][cH:24][cH:25][cH:26]2)=[O:29])[CH2:2][CH2:3][CH:4]([CH:7]2[O:8][c:9]3[c:10]([cH:17][cH:18][cH:19][cH:20]3)[CH2:11][n:12]3[c:13]2[cH:14][cH:15][cH:16]3)[CH2:5][CH2:6]1. The reactants are solution, C(=O)(Cl)Cl (phosgene), FC1=C(C(=CC=C1)F)CC(=O)NN (2,6-difluorophenylacetic acid hydrazide), C(C)OC(C(=O)NC)=O (oxalic acid monomethylamide monoethyl ester), Cl (hydrochloric acid). Solvent: C1(=CC=CC=C1)C (toluene), N1=CC=CC=C1 (pyridine), ClC(Cl)Cl (trichloromethane). Reaction conditions: time 2 hour. Product: C(C)OC(=O)C1=NN=C(N1C)CC1=C(C=CC=C1F)F (5-(2,6-difluorobenzyl)-4-methyl-4H-1,2,4-triazole-3-carboxylic acid ethyl ester). Reaction SMILES: [CH2:1]([O:3][C:4](=[O:9])[C:5]([NH:7][CH3:8])=O)[CH3:2].C(Cl)(Cl)=O.[F:14][C:15]1[CH:20]=[CH:19][CH:18]=[C:17]([F:21])[C:16]=1[CH2:22][C:23]([NH:25][NH2:26])=O.Cl>ClC(Cl)Cl.C1(C)C=CC=CC=1.N1C=CC=CC=1>[CH2:1]([O:3][C:4]([C:5]1[N:7]([CH3:8])[C:23]([CH2:22][C:16]2[C:15]([F:14])=[CH:20][CH:19]=[CH:18][C:17]=2[F:21])=[N:25][N:26]=1)=[O:9])[CH3:2]. Reported procedure: 18.6 g (142 mmol) of oxalic acid monomethylamide monoethyl ester are dissolved under a nitrogen atmosphere in 63 ml of trichloromethane, and 59 ml of a 20% solution of phosgene in toluene are added thereto. At a temperature of 5°-10°, 9.2 ml of pyridine are added dropwise. The reaction mixture is then stirred for 2 hours at 0°, nitrogen being blown through the reaction mixture during the second hour. 17.6 g (95 mmol) of 2,6-difluorophenylacetic acid hydrazide are then added. The reaction mixture... The reactants are COC(C)(C)C, C=C1CC2C3CCC(=O)C3(C)CCC2C2(C)CCC(=O)C=C12, CO, CN1CCCC1. The product is C=C1CC2C(CCC3(C)C(=O)CCC23)C2(C)C=CC(=O)C=C12. RXN SMILES: [C:25]([O:26][CH3:27])([CH3:28])([CH3:29])[CH3:30].[CH2:1]=[C:2]1[CH2:3][CH:4]2[CH:5]3[CH2:6][CH2:7][C:8](=[O:22])[C:9]3([CH3:10])[CH2:11][CH2:12][CH:13]2[C:14]2([CH3:21])[CH2:15][CH2:16][C:17](=[O:20])[CH:18]=[C:19]12.[CH3:23][OH:24].[CH3:31][N:32]1[CH2:33][CH2:34][CH2:35][CH2:36]1>>[CH2:1]=[C:2]1[CH2:3][CH:4]2[CH:5]3[CH2:6][CH2:7][C:8](=[O:22])[C:9]3([CH3:10])[CH2:11][CH2:12][CH:13]2[C:14]2([CH3:21])[CH:15]=[CH:16][C:17](=[O:20])[CH:18]=[C:19]12. Reactants: C1CCOC1, CN(C)c1ccncc1, CC(C)N=C=O, Oc1ccc(Cl)cc1F, Cl. RXN SMILES: [CH2:26]1[O:27][CH2:28][CH2:29][CH2:30]1.[CH3:17][N:18]([CH3:19])[c:20]1[cH:21][cH:22][n:23][cH:24][cH:25]1.[CH:10]([CH3:11])([CH3:12])[N:13]=[C:14]=[O:15].[Cl:1][c:2]1[cH:3][c:4]([F:9])[c:5]([OH:8])[cH:6][cH:7]1.[ClH:16]>>[Cl:1][c:2]1[cH:3][c:4]([F:9])[c:5]([O:8][C:14]([NH:13][CH:10]([CH3:11])[CH3:12])=[O:15])[cH:6][cH:7]1. Yields the product CC(C)NC(=O)Oc1ccc(Cl)cc1F.